This data is from the Open Reaction Database (ORD), a public repository of structured organic reaction records. The task is: describe an organic reaction: reactants, conditions, products, and yield Reactants: O=C1CCC(CC1)C(=O)OCC (ethyl 4-oxocyclohexanecarboxylate), C1(CC1)N (cyclopropanamine), C(C)(=O)O[BH-](OC(C)=O)OC(C)=O.[Na+] (sodium triacetoxyborohydride). Solvent: ClCCl (dichloromethane), ClCCl (dichloromethane). Run at time 8 hour. Product: C1(CC1)NC1CCC(CC1)C(=O)OCC (ethyl 4-(cyclopropylamino)cyclohexanecarboxylate). Reaction SMILES: O=[C:2]1[CH2:7][CH2:6][CH:5]([C:8]([O:10][CH2:11][CH3:12])=[O:9])[CH2:4][CH2:3]1.[CH:13]1([NH2:16])[CH2:15][CH2:14]1.C(O[BH-](OC(=O)C)OC(=O)C)(=O)C.[Na+]>ClCCl>[CH:13]1([NH:16][CH:2]2[CH2:7][CH2:6][CH:5]([C:8]([O:10][CH2:11][CH3:12])=[O:9])[CH2:4][CH2:3]2)[CH2:15][CH2:14]1 |f:2.3|. Reported procedure: To a solution of ethyl 4-oxocyclohexanecarboxylate (3.4 g) in dichloromethane (30 mL) was added cyclopropanamine (1.14 g) followed by sodium triacetoxyborohydride (4.24 g). The mixture was stirred overnight. The mixture was diluted with dichloromethane (300 mL) and washed with 2N NaOH, water, brine and dried over Na2SO4. Filtration and evaporation of the solvent gave the title compound. Reactants: [Al+3], O=C(O)CSc1ccc(Br)cc1, CN(C)C=O, [Cl-], [Cl-], [Cl-], ClCCl, Cl, O, O=S(Cl)Cl. The product is OC1CSc2ccc(Br)cc21. Reaction SMILES: [Al+3:18].[Br:1][c:2]1[cH:3][cH:4][c:5]([S:8][CH2:9][C:10](=[O:11])[OH:12])[cH:6][cH:7]1.[CH3:26][N:27]([CH3:28])[CH:29]=[O:30].[Cl-:17].[Cl-:19].[Cl-:20].[Cl:23][CH2:24][Cl:25].[ClH:21].[OH2:22].[S:13]([Cl:14])([Cl:15])=[O:16]>>[Br:1][c:2]1[cH:3][c:4]2[c:5]([cH:6][cH:7]1)[S:8][CH2:9][CH:10]2[OH:12]. Reactants: N1=CC=CC=C1 (pyridine), C(C)(=O)Cl (acetyl chloride), Cl.NCC(C(=O)OC)C1=CC=C(C(=O)OC(C)(C)C)C=C1 (tert-butyl 4-[1-(aminomethyl)-2-methoxy-2-oxoethyl]benzoate hydrochloride). Run in CCOC(=O)C (EtOAc), C(Cl)Cl (CH2Cl2). Reaction conditions: time 2 hour. Yields the product C(C)(=O)NCC(C(=O)OC)C1=CC=C(C(=O)OC(C)(C)C)C=C1 (tert-butyl 4-{1-[(acetylamino)methyl]-2-methoxy-2-oxoethyl}benzoate). As a reaction SMILES: Cl.[NH2:2][CH2:3][CH:4]([C:9]1[CH:21]=[CH:20][C:12]([C:13]([O:15][C:16]([CH3:19])([CH3:18])[CH3:17])=[O:14])=[CH:11][CH:10]=1)[C:5]([O:7][CH3:8])=[O:6].N1C=CC=CC=1.[C:28](Cl)(=[O:30])[CH3:29]>C(Cl)Cl.CCOC(C)=O>[C:28]([NH:2][CH2:3][CH:4]([C:9]1[CH:10]=[CH:11][C:12]([C:13]([O:15][C:16]([CH3:17])([CH3:18])[CH3:19])=[O:14])=[CH:20][CH:21]=1)[C:5]([O:7][CH3:8])=[O:6])(=[O:30])[CH3:29] |f:0.1|. Reported procedure: To a mixture of tert-butyl 4-[1-(aminomethyl)-2-methoxy-2-oxoethyl]benzoate hydrochloride (600 mg, 1.90 mmol) in CH2Cl2 were added pyridine (0.38 mL, 4.75 mmol) and acetyl chloride (0.20 mL, 2.85 mmol). After stirring for 2 h at room temperature, the reaction mixture was diluted with EtOAc, washed (sat. CuSO4, sat. NaHCO3, brine), dried (MgSO4), and concentrated. Flash chromatography on silica gel (50-100% EtOAc/hexanes) afforded tert-butyl 4-{1-[(acetylamino)methyl]-2-methoxy-2-oxoethyl}benzoat... Reaction SMILES: [CH2:1]([O:3][C:4](=[O:27])[C:5]([C:10]1[C:15]([N+:16]([O-])=O)=[CH:14][CH:13]=[C:12]([O:19][CH:20]2[CH2:25][CH2:24][N:23]([CH3:26])[CH2:22][CH2:21]2)[N:11]=1)=[CH:6]N(C)C)[CH3:2].[H][H]>CCO.[Ni]>[CH2:1]([O:3][C:4]([C:5]1[C:10]2=[N:11][C:12]([O:19][CH:20]3[CH2:25][CH2:24][N:23]([CH3:26])[CH2:22][CH2:21]3)=[CH:13][CH:14]=[C:15]2[NH:16][CH:6]=1)=[O:27])[CH3:2]. Product: C(C)OC(=O)C1=CNC=2C1=NC(=CC2)OC2CCN(CC2)C (5-(1-Methyl-piperidin-4-yloxy)-1H-pyrrolo[3,2-b]pyridine-3-carboxylic Acid Ethyl Ester). Procedure details: A mixture of 3-dimethylamino-2-[6-(1-methyl-piperidin-4-yloxy)-3-nitro-pyridin-2-yl]-acrylic acid ethyl ester (3.69 g, 9.76 mmol), RANEY 2400 nickel (3.7 g wet) in EtOH (100 mL) is shaken at room temperature under an atmosphere of hydrogen (50 psi) for a period of 7 h. During this time period, the pressure dropped to 20 psi. The reaction vessel is recharged with hydrogen (50 psi) and shaken at room temperature for a period of 17 h. The reaction mixture is filtered through celite and the filtrate... Starting materials: C(C)OC(C(=CN(C)C)C1=NC(=CC=C1[N+](=O)[O-])OC1CCN(CC1)C)=O (3-dimethylamino-2-[6-(1-methyl-piperidin-4-yloxy)-3-nitro-pyridin-2-yl]-acrylic acid ethyl ester), [H][H] (hydrogen). Reagents/catalysts: [Ni] (nickel). Run at time 7 hour. Solvent: CCO (EtOH). Reactants: CN1CC2=CC=CC=C2C(C1)C=1C=C(C=CC1)CC(=O)O (3-[2-methyl-1,2,3,4-tetrahydro-4-(R,S)-isoquinolinyl]phenylacetic acid), S(=O)(Cl)Cl (thionyl chloride). Yields the product CN1CC2=CC=CC=C2C(C1)C=1C=C(C=CC1)CC(=O)Cl (3-[2-Methyl-1,2,3,4-tetrahydro-4-(R,S)-isoquinolinyl]phenylacetyl chloride). Reaction SMILES: [CH3:1][N:2]1[CH2:11][CH:10]([C:12]2[CH:13]=[C:14]([CH2:18][C:19]([OH:21])=O)[CH:15]=[CH:16][CH:17]=2)[C:9]2[C:4](=[CH:5][CH:6]=[CH:7][CH:8]=2)[CH2:3]1.S(Cl)([Cl:24])=O>>[CH3:1][N:2]1[CH2:11][CH:10]([C:12]2[CH:13]=[C:14]([CH2:18][C:19]([Cl:24])=[O:21])[CH:15]=[CH:16][CH:17]=2)[C:9]2[C:4](=[CH:5][CH:6]=[CH:7][CH:8]=2)[CH2:3]1. Procedure details: 3.4 g (10.7 mmol) of 3-[2-methyl-1,2,3,4-tetrahydro-4-(R,S)-isoquinolinyl]phenylacetic acid are treated with 17.6 ml of thionyl chloride with stirring. The mixture is refluxed for one hour. The mixture is then evaporated to dryness. 3-[2-Methyl-1,2,3,4-tetrahydro-4-(R,S)-isoquinolinyl]phenylacetyl chloride is obtained.